This data is from the Open Reaction Database (ORD), a public repository of structured organic reaction records. The task is: describe an organic reaction: reactants, conditions, products, and yield Starting materials: IC=1C2=C(C3=C(N=C(N=C3C1)N)N)C=CN2 (6-iodo-7H-pyrrolo[3,2-f]quinazoline-1,3-diamine), [OH-].[Na+] (sodium hydroxide), IC (iodomethane). Reagents/catalysts: [Br-].C(CCC)[N+](CCCC)(CCCC)CCCC (tetrabutylammonium bromide). Solvent: O1CCCC1 (tetrahydrofuran). Conditions: temperature 25 celsius, time 18 hour. Yields the product IC=1C2=C(C3=C(N=C(N=C3C1)N)N)C=CN2C (6-iodo-7-methyl-7H-pyrrolo[3,2-f]quinazoline-1,3-diamine). The yield is 95.5%. As a reaction SMILES: [I:1][C:2]1[C:3]2[NH:16][CH:15]=[CH:14][C:4]=2[C:5]2[C:10]([CH:11]=1)=[N:9][C:8]([NH2:12])=[N:7][C:6]=2[NH2:13].[OH-].[Na+].I[CH3:20]>O1CCCC1.[Br-].C([N+](CCCC)(CCCC)CCCC)CCC>[I:1][C:2]1[C:3]2[N:16]([CH3:20])[CH:15]=[CH:14][C:4]=2[C:5]2[C:10]([CH:11]=1)=[N:9][C:8]([NH2:12])=[N:7][C:6]=2[NH2:13] |f:1.2,5.6|. Procedure details: A solution 6-iodo-7H-pyrrolo[3,2-f]quinazoline-1,3-diamine VI (2.68 g, 8.24 mmol) in tetrahydrofuran (100 mL) was treated with powdered sodium hydroxide (0.66 g, 16.5 mmol), iodomethane (0.62 mL, 9.96 mmol), and tetrabutylammonium bromide (0.8 g, 2.48 mmol) and the resulting mixture stirred at 25° C. for 18 h. The resulting mixture was concentrated in vacuo. The residue was partitioned between methylene chloride (70 mL) and water (70 mL) and this mixture was stirred at 25° C. for 30 min. The pre... Starting materials: CC(C(=O)NOC1OCCCC1)(CCC1=CC=C(C=C1)B1OC(C(O1)(C)C)(C)C)S(=O)(=O)C (2-methyl-2-(methylsulfonyl)-N-(tetrahydro-2H-pyran-2-yloxy)-4-[4-(4,4,5,5-tetramethyl-1,3,2-dioxaborolan-2-yl)phenyl]butanamide), BrC1=CC=C(C=C1)C1=CC(=NO1)CO ([5-(4-Bromo-phenyl)-isoxazol-3-yl]-methanol), [F-].[Cs+] (cesium fluoride), O (water). Reagents/catalysts: C=1C=CC(=CC1)[P](C=2C=CC=CC2)(C=3C=CC=CC3)[Pd]([P](C=4C=CC=CC4)(C=5C=CC=CC5)C=6C=CC=CC6)([P](C=7C=CC=CC7)(C=8C=CC=CC8)C=9C=CC=CC9)[P](C=1C=CC=CC1)(C=1C=CC=CC1)C=1C=CC=CC1 (Palladium tetrakis). The solvent is C(C)(=O)OCC (ethyl acetate), O1CCOCC1 (1,4-dioxane). Reaction conditions: temperature 115 celsius, time 3 hour. The product is CC(C(=O)N)(CC)S(=O)(=O)C (2-methyl-2-(methylsulfonyl)butanamide). Reaction SMILES: [CH3:1][C:2]([S:30]([CH3:33])(=[O:32])=[O:31])([CH2:13][CH2:14]C1C=CC(B2OC(C)(C)C(C)(C)O2)=CC=1)[C:3]([NH:5]OC1CCCCO1)=[O:4].BrC1C=CC(C2ON=C(CO)C=2)=CC=1.[F-].[Cs+].O>C(OCC)(=O)C.C1C=CC([P]([Pd]([P](C2C=CC=CC=2)(C2C=CC=CC=2)C2C=CC=CC=2)([P](C2C=CC=CC=2)(C2C=CC=CC=2)C2C=CC=CC=2)[P](C2C=CC=CC=2)(C2C=CC=CC=2)C2C=CC=CC=2)(C2C=CC=CC=2)C2C=CC=CC=2)=CC=1.O1CCOCC1>[CH3:1][C:2]([S:30]([CH3:33])(=[O:31])=[O:32])([CH2:13][CH3:14])[C:3]([NH2:5])=[O:4] |f:2.3,^1:60,62,81,100|. Reported procedure: To flask containing 2-methyl-2-(methylsulfonyl)-N-(tetrahydro-2H-pyran-2-yloxy)-4-[4-(4,4,5,5-tetramethyl-1,3,2-dioxaborolan-2-yl)phenyl]butanamide, which may be prepared as in Preparation 3, (100 mg, 0.208 mmol) was added [5-(4-Bromo-phenyl)-isoxazol-3-yl]-methanol (58.2 mg, 0.229 mmol), cesium fluoride (126 mg, 0.832 mmol), water (200 uL) and 1,4-dioxane (2 mL). To this mixture was added Palladium tetrakis (35.8 mg, 0.031 mmol) and the mixture was heated to 115° C. with stirring for 3 hours. T... The reactants are FC=1C(=NC(=NC1)C1=CN(C2=NC=C(C=C21)F)S(=O)(=O)C2=CC=C(C)C=C2)NC(CC(=O)OC)C(C)(C)C (racemic methyl 3-((5-fluoro-2-(5-fluoro-1-tosyl-1H-pyrrolo[2,3-b]pyridin-3-yl)pyrimidin-4-yl)amino)-4,4-dimethylpentanoate), [BH4-].[Li+] (lithium borohydride), Cl (HCl). Solvent: C1CCOC1 (THF), CO (MeOH), ClCCl (dichloromethane). Conditions: time 15 minute. Yields the product FC=1C(=NC(=NC1)C1=CN(C2=NC=C(C=C21)F)S(=O)(=O)C2=CC=C(C)C=C2)NC(CCO)C(C)(C)C ((+/−)-3-((5-fluoro-2-(5-fluoro-1-tosyl-1H-pyrrolo[2,3-b]pyridin-3-yl)pyrimidin-4-yl)amino)-4,4-dimethylpentan-1-ol). Yield: 99.9%. Reaction SMILES: [F:1][C:2]1[C:3]([NH:28][CH:29]([C:35]([CH3:38])([CH3:37])[CH3:36])[CH2:30][C:31](OC)=[O:32])=[N:4][C:5]([C:8]2[C:16]3[C:11](=[N:12][CH:13]=[C:14]([F:17])[CH:15]=3)[N:10]([S:18]([C:21]3[CH:27]=[CH:26][C:24]([CH3:25])=[CH:23][CH:22]=3)(=[O:20])=[O:19])[CH:9]=2)=[N:6][CH:7]=1.[BH4-].[Li+].Cl>C1COCC1.CO.ClCCl>[F:1][C:2]1[C:3]([NH:28][CH:29]([C:35]([CH3:38])([CH3:37])[CH3:36])[CH2:30][CH2:31][OH:32])=[N:4][C:5]([C:8]2[C:16]3[C:11](=[N:12][CH:13]=[C:14]([F:17])[CH:15]=3)[N:10]([S:18]([C:21]3[CH:27]=[CH:26][C:24]([CH3:25])=[CH:23][CH:22]=3)(=[O:19])=[O:20])[CH:9]=2)=[N:6][CH:7]=1 |f:1.2|. Reported procedure: To a cold (0° C.) solution of racemic methyl 3-((5-fluoro-2-(5-fluoro-1-tosyl-1H-pyrrolo[2,3-b]pyridin-3-yl)pyrimidin-4-yl)amino)-4,4-dimethylpentanoate (4.00 g, 7.36 mmol) in THF (160 mL) and MeOH (10 mL) was added lithium borohydride (29.44 mL of 2 M solution, 58.87 mmol) dropwise over 30 minutes. The reaction mixture was slowly warmed to room temperature and then re-cooled to 0° C. A 1N HCl solution (294 mL, 294 mmol) was added dropwise. The mixture was stirred for 15 minutes and then diluted... Reactants: CC(C)O, [K+], Nc1cccc2c1CC(=O)CC2, [OH-]. Product: Nc1cccc2c1CC(O)CC2. Reaction SMILES: [CH:15]([OH:16])([CH3:17])[CH3:18].[K+:14].[NH2:1][c:2]1[cH:3][cH:4][cH:5][c:6]2[c:11]1[CH2:10][C:9](=[O:12])[CH2:8][CH2:7]2.[OH-:13]>>[NH2:1][c:2]1[cH:3][cH:4][cH:5][c:6]2[c:11]1[CH2:10][CH:9]([OH:12])[CH2:8][CH2:7]2. Starting materials: CCCCCCC, C=C(C)CC(C)(CO)C1C2CCC(C2)C1(C)C. The product is CC1(C)CC(C)(C2C3CCC(C3)C2(C)C)CO1. Reaction SMILES: [CH3:18][CH2:19][CH2:20][CH2:21][CH2:22][CH2:23][CH3:24].[CH3:1][C:2]([CH2:3][OH:4])([CH2:5][C:6](=[CH2:7])[CH3:8])[CH:9]1[CH:10]2[CH2:11][CH2:12][CH:13]([C:14]1([CH3:15])[CH3:16])[CH2:17]2>>[CH3:1][C:2]1([CH:9]2[CH:10]3[CH2:11][CH2:12][CH:13]([C:14]2([CH3:15])[CH3:16])[CH2:17]3)[CH2:3][O:4][C:6]([CH3:7])([CH3:8])[CH2:5]1.